From a dataset of the Open Reaction Database (ORD), a public repository of structured organic reaction records. describe an organic reaction: reactants, conditions, products, and yield Reactants: C(C1=CC=CC=C1)OC1=C(C=C2C(=C(C=NC2=C1)Br)OC1=CC=C(C=C1)NC(C1=CC=CC=C1)=O)OC (N-[4-(7-benzyloxy-3-bromo-6-methoxy-quinolin-4-yloxy)-phenyl]-benzamide). Solvent: C(=O)(C(F)(F)F)O (TFA), C1(=CC=CC=C1)SC (thioanisole). Product: C(C1=CC=CC=C1)(=O)NC1=CC=C(OC2=C(C=NC3=CC(=C(C=C23)OC)O)Br)C=C1 (4-(4-Benzoylamino-phenoxy)-3-bromo-6-methoxy-quinolin-7-ol). Reaction SMILES: C([O:8][C:9]1[CH:18]=[C:17]2[C:12]([C:13]([O:20][C:21]3[CH:26]=[CH:25][C:24]([NH:27][C:28](=[O:35])[C:29]4[CH:34]=[CH:33][CH:32]=[CH:31][CH:30]=4)=[CH:23][CH:22]=3)=[C:14]([Br:19])[CH:15]=[N:16]2)=[CH:11][C:10]=1[O:36][CH3:37])C1C=CC=CC=1>C(O)(C(F)(F)F)=O.C1(SC)C=CC=CC=1>[C:28]([NH:27][C:24]1[CH:25]=[CH:26][C:21]([O:20][C:13]2[C:12]3[C:17](=[CH:18][C:9]([OH:8])=[C:10]([O:36][CH3:37])[CH:11]=3)[N:16]=[CH:15][C:14]=2[Br:19])=[CH:22][CH:23]=1)(=[O:35])[C:29]1[CH:30]=[CH:31][CH:32]=[CH:33][CH:34]=1. Reported procedure: A mixture of N-[4-(7-benzyloxy-3-bromo-6-methoxy-quinolin-4-yloxy)-phenyl]-benzamide (35 mg, 0.063 mmol) in TFA (1 ml) and thioanisole (80 μl) was refluxed for 4 hours, cooled and concentrated under high vacuum. Starting materials: COC1=CC=C(C=C1)C=1N=NC(=CC1C1=CC=C(C=C1)OC)Cl (3,4-bis(4-methoxyphenyl)-6-chloropyridazine), C(#N)C=1C=C(C=CC1)O (3-cyanophenol). The product is COC1=CC=C(C=C1)C=1N=NC(=CC1C1=CC=C(C=C1)OC)OC1=CC(=CC=C1)C#N (3,4-bis(4-methoxyphenyl)-6-(3-cyanophenoxy)pyridazine), prisms. Yield: 75.2%. Reaction SMILES: [CH3:1][O:2][C:3]1[CH:8]=[CH:7][C:6]([C:9]2[N:10]=[N:11][C:12](Cl)=[CH:13][C:14]=2[C:15]2[CH:20]=[CH:19][C:18]([O:21][CH3:22])=[CH:17][CH:16]=2)=[CH:5][CH:4]=1.[C:24]([C:26]1[CH:27]=[C:28]([OH:32])[CH:29]=[CH:30][CH:31]=1)#[N:25]>>[CH3:1][O:2][C:3]1[CH:8]=[CH:7][C:6]([C:9]2[N:10]=[N:11][C:12]([O:32][C:28]3[CH:29]=[CH:30][CH:31]=[C:26]([C:24]#[N:25])[CH:27]=3)=[CH:13][C:14]=2[C:15]2[CH:20]=[CH:19][C:18]([O:21][CH3:22])=[CH:17][CH:16]=2)=[CH:5][CH:4]=1. Procedure: In a similar manner as in Example 2, 3,4-bis(4-methoxyphenyl)-6-chloropyridazine (175 mg, 0.536 mmol) and 3-cyanophenol were reacted as starting materials at 150° C. for 19 hours and post-treatment was then conducted, whereby the title compound was obtained as colorless prisms (165 mg, 75.2%). Melting point: 169.9-172.7° C. (ethyl acetate-diethyl ether-hexane). Starting materials: COC(=O)c1cccc2nc(-c3cccc(CBr)c3)oc12, C1CCNC1, CCO. Product: COC(=O)c1cccc2nc(-c3cccc(CN4CCCC4)c3)oc12. Reaction SMILES: [Br:1][CH2:2][c:3]1[cH:4][c:5](-[c:9]2[o:10][c:11]3[c:12]([n:13]2)[cH:14][cH:15][cH:16][c:17]3[C:18](=[O:19])[O:20][CH3:21])[cH:6][cH:7][cH:8]1.[CH2:22]1[CH2:23][CH2:24][NH:25][CH2:26]1.[CH3:27][CH2:28][OH:29]>>[CH2:2]([c:3]1[cH:4][c:5](-[c:9]2[o:10][c:11]3[c:12]([n:13]2)[cH:14][cH:15][cH:16][c:17]3[C:18](=[O:19])[O:20][CH3:21])[cH:6][cH:7][cH:8]1)[N:25]1[CH2:24][CH2:23][CH2:22][CH2:26]1. Starting materials: C1(CCCC1)C(=O)Cl (Cyclopentanecarbonyl chloride), Cl.NC1=NC(=CC(=N1)C1=CC=C2CCN(CC2=C1)C(=O)OC1CCNCC1)N1CCN(CC1)C (piperidin-4-yl 7-[2-amino-6-(4-methylpiperazin-1-yl)pyrimidin-4-yl]-3,4-dihydroisoquinoline-2(1H)-carboxylate HCl salt), C(C)(C)N(C(C)C)CC (N,N-diisopropylethylamine). Solvent: C(C)#N (acetonitrile). Run at time 30 minute. The product is NC1=NC(=CC(=N1)C1=CC=C2CCN(CC2=C1)C(=O)OC1CCN(CC1)C(=O)C1CCCC1)N1CCN(CC1)C (1-(cyclopentylcarbonyl)piperidin-4-yl 7-[2-amino-6-(4-methylpiperazin-1-yl)pyrimidin-4-yl]-3,4-dihydroisoquinoline-2(1H)-carboxylate). As a reaction SMILES: [CH:1]1([C:6](Cl)=[O:7])[CH2:5][CH2:4][CH2:3][CH2:2]1.Cl.[NH2:10][C:11]1[N:16]=[C:15]([C:17]2[CH:26]=[C:25]3[C:20]([CH2:21][CH2:22][N:23]([C:27]([O:29][CH:30]4[CH2:35][CH2:34][NH:33][CH2:32][CH2:31]4)=[O:28])[CH2:24]3)=[CH:19][CH:18]=2)[CH:14]=[C:13]([N:36]2[CH2:41][CH2:40][N:39]([CH3:42])[CH2:38][CH2:37]2)[N:12]=1.C(N(CC)C(C)C)(C)C>C(#N)C>[NH2:10][C:11]1[N:16]=[C:15]([C:17]2[CH:26]=[C:25]3[C:20]([CH2:21][CH2:22][N:23]([C:27]([O:29][CH:30]4[CH2:35][CH2:34][N:33]([C:6]([CH:1]5[CH2:5][CH2:4][CH2:3][CH2:2]5)=[O:7])[CH2:32][CH2:31]4)=[O:28])[CH2:24]3)=[CH:19][CH:18]=2)[CH:14]=[C:13]([N:36]2[CH2:41][CH2:40][N:39]([CH3:42])[CH2:38][CH2:37]2)[N:12]=1 |f:1.2|. Procedure: Cyclopentanecarbonyl chloride (2.0 uL, 0.016 mmol) was added to a mixture of piperidin-4-yl 7-[2-amino-6-(4-methylpiperazin-1-yl)pyrimidin-4-yl]-3,4-dihydroisoquinoline-2(1H)-carboxylate HCl salt (6.0 mg, 0.011 mmol) and N,N-diisopropylethylamine (9.3 uL, 0.054 mmol) in acetonitrile (0.4 mL). The reaction mixture was stirred at r.t. for 30 min., purified by RP-LCMS (pH=10) to afford the desired product. Analytic LCMS (M+H)+: m/z=548.3. Starting materials: FC(CCC(C)(C)OC(N(C)C)=O)(C(C(C(C(C(C(C(F)(F)F)(F)F)(F)F)(F)F)(F)F)(F)F)(F)F)F (Dimethyl-carbamic acid 4,4,5,5,6,6,7,7,8,8,9,9,10,10,11,11,11-heptadecafluoro-1,1-dimethylundecyl ester), C(Cl)Cl.C(=O)(C(F)(F)F)O (CH2Cl2 TFA). The product is FC(CCC(C)(C)OC(C(F)(F)F)=O)(C(C(C(C(C(C(C(F)(F)F)(F)F)(F)F)(F)F)(F)F)(F)F)(F)F)F (Trifluoro-acetic acid 4,4,5,5,6,6,7,7,8,8,9,9,10,10,11,11,11-heptadecafluoro-1,1-dimethylundecyl ester). The yield is 100.0%. Reaction SMILES: [F:1][C:2]([F:36])([C:14]([F:35])([F:34])[C:15]([F:33])([F:32])[C:16]([F:31])([F:30])[C:17]([F:29])([F:28])[C:18]([F:27])([F:26])[C:19]([F:25])([F:24])[C:20]([F:23])([F:22])[F:21])[CH2:3][CH2:4][C:5]([O:8][C:9](=[O:13])N(C)C)([CH3:7])[CH3:6].C(Cl)Cl.C(O)([C:42]([F:45])([F:44])[F:43])=O>>[F:1][C:2]([F:36])([C:14]([F:35])([F:34])[C:15]([F:33])([F:32])[C:16]([F:31])([F:30])[C:17]([F:29])([F:28])[C:18]([F:27])([F:26])[C:19]([F:25])([F:24])[C:20]([F:23])([F:22])[F:21])[CH2:3][CH2:4][C:5]([O:8][C:9](=[O:13])[C:42]([F:45])([F:44])[F:43])([CH3:7])[CH3:6] |f:1.2|. Procedure: Dimethylamine(2-perfluorooctylethyl)isopropyl carbamate 10 (251 mg, 0.44 mmol) was stirred with 1:1 CH2Cl2/TFA at room temperature overnight. After evaporation of solvent, the residue was partitioned between dichloromethane and aqueous K2CO3. The organic phase was dried over MgSO4 and evaporated to give pure product (262 mg, 100%); 1H NMR (CDCl3) δ 2.22-2.08 (m, 4H), 1.63 (s, 6H); 19F NMR (CDCl3) δ −74.6 (3F), −79.6 (2F), −113.3 (2F), −120.8 (6F), −121.6 (2F), −122.1 (2F), −125.0 (2F). 13C NMR (... Reaction SMILES: [Cl:10][CH2:11][c:12]1[cH:13][s:14][cH:15][cH:16]1.[H-:8].[Na+:9].[O:18]=[CH:19][N:20]([CH3:21])[CH3:22].[OH2:17].[OH:1][c:2]1[cH:3][cH:4][cH:5][cH:6][cH:7]1>>[O:1]([c:2]1[cH:3][cH:4][cH:5][cH:6][cH:7]1)[CH2:11][c:12]1[cH:13][s:14][cH:15][cH:16]1. Yields the product c1ccc(OCc2ccsc2)cc1. The reactants are ClCc1ccsc1, [H-], [Na+], CN(C)C=O, O, Oc1ccccc1. The reactants are N#Cc1ccccc1OCC1CO1, CC1CC(=O)NN=C1c1ccc2oc(NCCCCN)nc2c1. The product is CC1CC(=O)NN=C1c1ccc2oc(NCCCCNCC(O)COc3ccccc3C#N)nc2c1. As a reaction SMILES: [C:1](#[N:2])[c:3]1[c:4]([O:5][CH2:6][CH:7]2[CH2:8][O:9]2)[cH:10][cH:11][cH:12][cH:13]1.[NH2:14][CH2:15][CH2:16][CH2:17][CH2:18][NH:19][c:20]1[o:21][c:22]2[c:23]([n:24]1)[cH:25][c:26]([C:29]1=[N:34][NH:33][C:32](=[O:35])[CH2:31][CH:30]1[CH3:36])[cH:27][cH:28]2>>[C:1](#[N:2])[c:3]1[c:4]([O:5][CH2:6][CH:7]([CH2:8][NH:14][CH2:15][CH2:16][CH2:17][CH2:18][NH:19][c:20]2[o:21][c:22]3[c:23]([n:24]2)[cH:25][c:26]([C:29]2=[N:34][NH:33][C:32](=[O:35])[CH2:31][CH:30]2[CH3:36])[cH:27][cH:28]3)[OH:9])[cH:10][cH:11][cH:12][cH:13]1. Starting materials: CC(=O)O[BH-](OC(C)=O)OC(C)=O, O=C([O-])O, CCCCOCCOc1ccc(-c2ccc3c(c2)C=C(C(=O)OC)CCN3)cc1, O=CC1CCC1, ClCCCl, [Na+], [Na+], O. The product is CCCCOCCOc1ccc(-c2ccc3c(c2)C=C(C(=O)OC)CCN3CC2CCC2)cc1. Reaction SMILES: [C:36]([O:37][BH-:38]([O:39][C:40](=[O:41])[CH3:42])[O:43][C:44](=[O:45])[CH3:46])(=[O:47])[CH3:48].[C:50](=[O:51])([O-:52])[OH:53].[CH2:1]([CH2:2][CH2:3][CH3:4])[O:5][CH2:6][CH2:7][O:8][c:9]1[cH:10][cH:11][c:12](-[c:15]2[cH:16][cH:17][c:18]3[c:19]([cH:29]2)[CH:20]=[C:21]([C:25](=[O:26])[O:27][CH3:28])[CH2:22][CH2:23][NH:24]3)[cH:13][cH:14]1.[CH:30]1([CH:34]=[O:35])[CH2:31][CH2:32][CH2:33]1.[Cl:55][CH2:56][CH2:57][Cl:58].[Na+:49].[Na+:54].[OH2:59]>>[CH2:1]([CH2:2][CH2:3][CH3:4])[O:5][CH2:6][CH2:7][O:8][c:9]1[cH:10][cH:11][c:12](-[c:15]2[cH:16][cH:17][c:18]3[c:19]([cH:29]2)[CH:20]=[C:21]([C:25](=[O:26])[O:27][CH3:28])[CH2:22][CH2:23][N:24]3[CH2:34][CH:30]2[CH2:31][CH2:32][CH2:33]2)[cH:13][cH:14]1. Reactants: CN(C1(CCC(CC1)=O)C1=CC=CC=C1)C (4-dimethylamino-4-phenylcyclohexanone), C(C)(C)(C)[Li] (Tert-butyllithium), CCCCC (pentane), O1C2=C(C=C1)C=CC=C2 (benzo[b]furan). The solvent is C1CCOC1 (THF), C1CCOC1 (THF). Conditions: temperature -5 celsius. Yields the product O1C(=CC2=C1C=CC=C2)C2(CCC(CC2)(C2=CC=CC=C2)N(C)C)O (1-benzofuran-2-yl-4-dimethylamino-4-phenylcyclohexanol). Isolated yield 23.9%. RXN SMILES: [O:1]1[CH:5]=[CH:4][C:3]2[CH:6]=[CH:7][CH:8]=[CH:9][C:2]1=2.C([Li])(C)(C)C.CCCCC.[CH3:20][N:21]([CH3:35])[C:22]1([C:29]2[CH:34]=[CH:33][CH:32]=[CH:31][CH:30]=2)[CH2:27][CH2:26][C:25](=[O:28])[CH2:24][CH2:23]1>C1COCC1>[O:1]1[C:2]2[CH:9]=[CH:8][CH:7]=[CH:6][C:3]=2[CH:4]=[C:5]1[C:25]1([OH:28])[CH2:26][CH2:27][C:22]([N:21]([CH3:20])[CH3:35])([C:29]2[CH:34]=[CH:33][CH:32]=[CH:31][CH:30]=2)[CH2:23][CH2:24]1. Reported procedure: A solution of benzo[b]furan (1.50 g, 12.7 mmol) in dry THF (50 ml) was cooled to −8° C. under a stream of argon. Tert-butyllithium (15.2 mmol, 10.2 ml of a 1.5 molar pentane solution) was added dropwise in such a way that a reaction temperature of −5° C. was not exceeded. Once all the substance had been added, the reaction mixture was stirred for 2½ hours at −5° C. A solution of 4-dimethylamino-4-phenylcyclohexanone (2.76 g, 12.7 mmol) in dry THF (15 ml) was added dropwise at 0° C. The mixture w...